Dataset: the Open Reaction Database (ORD), a public repository of structured organic reaction records. Task: describe an organic reaction: reactants, conditions, products, and yield Reactants: CC1=NCCC2=CC(=C(C=C12)O)OC (1-methyl-7-hydroxy-6-methoxy-3,4-dihydroisoquinoline), C(C)C(C(C(=O)[O-])=O)Br (ethylbromopyruvate), CCO (EtOH). Product: OC1=C(C=C2CCN3C(C2=C1)=CC(=C3)C(=O)OCC)OC (ethyl 9-hydroxy-8-methoxy-5,6-dihydropyrrolo[2,1-a]isoquinoline-2-carboxylate). As a reaction SMILES: [CH3:1][C:2]1[C:11]2[C:6](=[CH:7][C:8]([O:13][CH3:14])=[C:9]([OH:12])[CH:10]=2)[CH2:5][CH2:4][N:3]=1.C([CH:17](Br)[C:18](=O)[C:19]([O-:21])=[O:20])C.[CH3:24][CH2:25]O>>[OH:12][C:9]1[CH:10]=[C:11]2[C:6]([CH2:5][CH2:4][N:3]3[CH:17]=[C:18]([C:19]([O:21][CH2:24][CH3:25])=[O:20])[CH:1]=[C:2]32)=[CH:7][C:8]=1[O:13][CH3:14]. Procedure: To a solution of 1-methyl-7-hydroxy-6-methoxy-3,4-dihydroisoquinoline (100 mg) in EtOH (5 ml) was added dropwise under a nitrogen atmosphere ethylbromopyruvate (0.065 ml) and the reaction mixture was heated under reflux for 2 hours. The reaction mixture was allowed to cool to ambient temperature, quenched with a saturated aqueous NaHCO3 solution and extracted with ethyl acetate. The organic layer was dried (MgSO4), filtered and concentrated in vacuo. The residue was purified by chromatography on... Starting materials: BrC=1C=C(C(=C(C(=O)O)C1)Cl)OC (5-Bromo-2-chloro-3-methoxybenzoic acid), CN(C)C=O (DMF), C(=O)(C(=O)Cl)Cl ((COCl)2). The solvent is C(Cl)Cl (CH2Cl2). Run at time 20 hour. Yields the product BrC=1C=C(C(=C(C(=O)Cl)C1)Cl)OC (5-Bromo-2-chloro-3-methoxybenzoyl chloride). As a reaction SMILES: [Br:1][C:2]1[CH:3]=[C:4]([O:12][CH3:13])[C:5]([Cl:11])=[C:6]([CH:10]=1)[C:7](O)=[O:8].CN(C=O)C.C(Cl)(C([Cl:23])=O)=O>C(Cl)Cl>[Br:1][C:2]1[CH:3]=[C:4]([O:12][CH3:13])[C:5]([Cl:11])=[C:6]([CH:10]=1)[C:7]([Cl:23])=[O:8]. Procedure: To a solution of compound 56 (3.82 g, 14.3 mmol) in CH2Cl2 (63 mL) was added dropwise DMF (0.20 mL) and (COCl)2 (1.63 mL, 18.7 mmol) at 0° C. under an atmosphere of nitrogen. After being stirred for 20 hours at room temperature, the mixture was concentrated in vacuo to provide the crude acid chloride 59, which was used for the next reaction without further purification. Reactants: CCCc1nc2c(n1Cc1ccc(-c3ccccc3C(=O)OC(C)(C)C)cc1)C(C(=O)OCC)N(C(=O)CC(=O)OCC)CC2, ClCCl, O=C(O)C(F)(F)F. Product: CCCc1nc2c(n1Cc1ccc(-c3ccccc3C(=O)O)cc1)C(C(=O)OCC)N(C(=O)CC(=O)OCC)CC2. RXN SMILES: [CH2:1]([CH2:2][CH3:3])[c:4]1[n:5][c:6]2[c:7]([n:25]1[CH2:26][c:27]1[cH:28][cH:29][c:30](-[c:33]3[c:34]([C:39](=[O:40])[O:41][C:42]([CH3:43])([CH3:44])[CH3:45])[cH:35][cH:36][cH:37][cH:38]3)[cH:31][cH:32]1)[CH:8]([C:20](=[O:21])[O:22][CH2:23][CH3:24])[N:9]([C:12]([CH2:13][C:14](=[O:15])[O:16][CH2:17][CH3:18])=[O:19])[CH2:10][CH2:11]2.[CH2:53]([Cl:54])[Cl:55].[OH:46][C:47]([C:48]([F:49])([F:50])[F:51])=[O:52]>>[CH2:1]([CH2:2][CH3:3])[c:4]1[n:5][c:6]2[c:7]([n:25]1[CH2:26][c:27]1[cH:28][cH:29][c:30](-[c:33]3[c:34]([C:39](=[O:40])[OH:41])[cH:35][cH:36][cH:37][cH:38]3)[cH:31][cH:32]1)[CH:8]([C:20](=[O:21])[O:22][CH2:23][CH3:24])[N:9]([C:12]([CH2:13][C:14](=[O:15])[O:16][CH2:17][CH3:18])=[O:19])[CH2:10][CH2:11]2. Procedure: 3.53 g. (20 mMol) 3-(4-imidazolyl)-propionic acid hydrochloride are heated with 2.26 g. phosphorous acid in 10 ml. chlorobenzene to 110° C., while stirring. 4.12 g. (30 mMol) phosphorus trichloride are slowly added dropwise thereto and heating continued for 4 hours at 110° C. After cooling, the chlorobenzene is decanted off and the residue boiled under reflux for 5 hours with 15 ml. 6N hydrochloric aci. The reaction mixture is allowed to cool, mixed with active charcoal, filtered and the filtrat... Product: OC(CCC=1N=CNC1)(P(O)(=O)O)P(O)(=O)O (1-Hydroxy-3-(4-imidazolyl)-propane-1,1-diphosphonic acid). Conditions: time 4 hour. Run in ClC1=CC=CC=C1 (chlorobenzene). RXN SMILES: Cl.[NH:2]1[CH:6]=[C:5]([CH2:7][CH2:8][C:9]([OH:11])=O)[N:4]=[CH:3]1.[P:12]([OH:15])([OH:14])[OH:13].P(Cl)(Cl)Cl>ClC1C=CC=CC=1>[OH:11][C:9]([P:12]([OH:15])(=[O:13])[OH:14])([P:12]([OH:15])(=[O:14])[OH:13])[CH2:8][CH2:7][C:5]1[N:4]=[CH:3][NH:2][CH:6]=1 |f:0.1|. The reactants are Cl.N1C=NC(=C1)CCC(=O)O (3-(4-imidazolyl)-propionic acid hydrochloride), P(O)(O)O (phosphorous acid), P(Cl)(Cl)Cl (phosphorus trichloride).